This data is from the Open Reaction Database (ORD), a public repository of structured organic reaction records. The task is: describe an organic reaction: reactants, conditions, products, and yield The reactants are O=C([O-])[O-], CO, [K+], [K+], CCOP(=O)(OCC)C(=[N+]=[N-])C(C)=O, O, O=Cc1ccc(S(=O)(=O)c2ccccc2)cc1. The product is C#Cc1ccc(S(=O)(=O)c2ccccc2)cc1. Reaction SMILES: [C:18](=[O:19])([O-:20])[O-:21].[CH3:39][OH:40].[K+:22].[K+:23].[N+:24](=[C:25]([P:26](=[O:27])([O:28][CH2:29][CH3:30])[O:31][CH2:32][CH3:33])[C:34](=[O:35])[CH3:36])=[N-:37].[OH2:38].[c:1]1([S:7](=[O:8])(=[O:9])[c:10]2[cH:11][cH:12][c:13]([CH:14]=[O:15])[cH:16][cH:17]2)[cH:2][cH:3][cH:4][cH:5][cH:6]1>>[c:1]1([S:7](=[O:8])(=[O:9])[c:10]2[cH:11][cH:12][c:13]([C:14]#[CH:18])[cH:16][cH:17]2)[cH:2][cH:3][cH:4][cH:5][cH:6]1. The reactants are ClC1=C2C3=CCCCC3(CC2=CC(=C1Cl)OCC(=O)OCC)CC (ethyl [(5,6-dichloro-9a-ethyl-1,2,9,9a-tetrahydro-3H-fluoren-7-yl)oxy]acetate), ClC1=C2C3=CC(CCC3(CC2=CC(=C1Cl)OC1(CCCC1)C(=O)OCC)C)=O (ethyl 1-[(5,6-dichloro-9a-methyl-3-oxo-1,2,9,9a-tetrahydro-3H-fluoren-7-yl)oxy]cyclopentane-1-carboxylate). The product is ClC1=C2C3=CC(CCC3(CC2=CC(=C1Cl)OC1(CCCC1)C(=O)O)C)=O (1-[(5,6-dichloro-9a-methyl-3-oxo-1,2,9,9a-tetrahydro-3H-fluoren-7-yl)oxy]cyclopentane-1-carboxylic acid). RXN SMILES: ClC1C(Cl)=C(OCC(OCC)=O)C=C2C=1C1C(CC)(C2)CCCC=1.[Cl:25][C:26]1[C:38]([Cl:39])=[C:37]([O:40][C:41]2([C:46]([O:48]CC)=[O:47])[CH2:45][CH2:44][CH2:43][CH2:42]2)[CH:36]=[C:35]2[C:27]=1[C:28]1[C:33]([CH3:51])([CH2:34]2)[CH2:32][CH2:31][C:30](=[O:52])[CH:29]=1>>[Cl:25][C:26]1[C:38]([Cl:39])=[C:37]([O:40][C:41]2([C:46]([OH:48])=[O:47])[CH2:45][CH2:44][CH2:43][CH2:42]2)[CH:36]=[C:35]2[C:27]=1[C:28]1[C:33]([CH3:51])([CH2:34]2)[CH2:32][CH2:31][C:30](=[O:52])[CH:29]=1. Procedure details: Carrying out a reaction as described in Example 1, Step E, except that the ethyl [(5,6-dichloro-9a-ethyl-1,2,9,9a-tetrahydro-3H-fluoren-7-yl)oxy]acetate is replaced by an equimolar quantity of ethyl 1-[(5,6-dichloro-9a-methyl-3-oxo-1,2,9,9a-tetrahydro-3H-fluoren-7-yl)oxy]cyclopentane-1-carboxylate, to give 1-[(5,6-dichloro-9a-methyl-3-oxo-1,2,9,9a-tetrahydro-3H-fluoren-7-yl)oxy]cyclopentane-1-carboxylic acid. The reactants are C(C)(C)(C)OC(=O)N1CC(CCC1)OC1=C(C=CC=C1)CCC1=CC(=CC=C1)OC (1-t-butoxycarbonyl-3-{2-[2-(3-methoxyphenyl) ethyl]phenoxy}piperidine), Cl (hydrogen chloride). Run in solution, O1CCOCC1 (dioxane). Conditions: time 2 hour. Yields the product Cl.COC=1C=C(C=CC1)CCC1=C(OC2CNCCC2)C=CC=C1 (3-{2-[2-(3-Methoxyphenyl)ethyl]phenoxy}piperidine hydrochloride). Yield: 44.0%. Reaction SMILES: C(OC([N:8]1[CH2:13][CH2:12][CH2:11][CH:10]([O:14][C:15]2[CH:20]=[CH:19][CH:18]=[CH:17][C:16]=2[CH2:21][CH2:22][C:23]2[CH:28]=[CH:27][CH:26]=[C:25]([O:29][CH3:30])[CH:24]=2)[CH2:9]1)=O)(C)(C)C.[ClH:31]>O1CCOCC1>[ClH:31].[CH3:30][O:29][C:25]1[CH:24]=[C:23]([CH2:22][CH2:21][C:16]2[CH:17]=[CH:18][CH:19]=[CH:20][C:15]=2[O:14][CH:10]2[CH2:11][CH2:12][CH2:13][NH:8][CH2:9]2)[CH:28]=[CH:27][CH:26]=1 |f:3.4|. Procedure: 800 mg of 1-t-butoxycarbonyl-3-{2-[2-(3-methoxyphenyl) ethyl]phenoxy}piperidine [prepared as described in step (a) above] were dissolved in 8 ml of a 4N solution of hydrogen chloride in dioxane, and the solution was allowed to stand at room temperature for 2 hours. At the end of this time, the solution was concentrated by evaporation under reduced pressure, the resulting residue was dissolved in ethyl acetate, and the resulting solution was allowed to stand at room temperature. The crystals whic... Starting materials: COC(CNCC1CC1)OC, ClCCl, NS(N)(=O)=O, C1COCCO1. Product: COC(CN(CC1CC1)S(N)(=O)=O)OC. RXN SMILES: [CH:6]1([CH2:9][NH:10][CH2:11][CH:12]([O:13][CH3:14])[O:15][CH3:16])[CH2:7][CH2:8]1.[Cl:17][CH2:18][Cl:19].[NH2:1][S:2]([NH2:3])(=[O:4])=[O:5].[O:20]1[CH2:21][CH2:22][O:23][CH2:24][CH2:25]1>>[NH2:1][S:2](=[O:4])(=[O:5])[N:10]([CH2:9][CH:6]1[CH2:7][CH2:8]1)[CH2:11][CH:12]([O:13][CH3:14])[O:15][CH3:16].